This data is from the Open Reaction Database (ORD), a public repository of structured organic reaction records. The task is: describe an organic reaction: reactants, conditions, products, and yield The reactants are COC=1C=CC(=NC1)C(=O)OC (methyl 5-methoxypicolinate), [OH-].[Na+] (sodium hydroxide). Run at temperature 120 celsius. Yields the product COC=1C=CC(=NC1)C(=O)[O-].[Na+] (sodium 5-methoxypicolinate). Yield: 96.7%. Reaction SMILES: [CH3:1][O:2][C:3]1[CH:4]=[CH:5][C:6]([C:9]([O:11]C)=[O:10])=[N:7][CH:8]=1.[OH-].[Na+:14]>>[CH3:1][O:2][C:3]1[CH:4]=[CH:5][C:6]([C:9]([O-:11])=[O:10])=[N:7][CH:8]=1.[Na+:14] |f:1.2,3.4|. Procedure: A microwave vial was charged with methyl 5-methoxypicolinate (9.700 g, 58.0 mmol, synthesized according to Tetrahedron Letters 2011, 52, 122-124) and sodium hydroxide solution (10 N; 58.0 ml, 580 mmol). The reaction mixture was stirred and heated in a CEM Voyager microwave (Large-Scale Unit) at 120° C. for 11 min (150 watts, Powermax feature on). Subsequently, the reaction mixture was allowed to stir for 10 minutes at ambient temperature. The precipitate was collected by filtration and the solid... Starting materials: FC(C=1C=C(C=CC1)I)(F)F (3-trifluoromethyliodobenzene), cuprous bromide, C([O-])([O-])=O.[K+].[K+] (potassium carbonate), CC=1C(=CNC1)C(=O)OC (methyl 4-methyl-1H-pyrrole-3-carboxylate). Solvent: CN1C(CCC1)=O (N-methyl-2-pyrrolidone). Conditions: temperature 170 celsius, time 1 hour. The product is CC=1C(=CN(C1)C1=CC(=CC=C1)C(F)(F)F)C(=O)OC (methyl 4-methyl-1-[3-(trifluoromethyl)phenyl]-1H-pyrrole-3-carboxylate). Yield: 43.3%. As a reaction SMILES: [CH3:1][C:2]1[C:3]([C:7]([O:9][CH3:10])=[O:8])=[CH:4][NH:5][CH:6]=1.[F:11][C:12]([F:21])([F:20])[C:13]1[CH:14]=[C:15](I)[CH:16]=[CH:17][CH:18]=1.C(=O)([O-])[O-].[K+].[K+]>CN1CCCC1=O>[CH3:1][C:2]1[C:3]([C:7]([O:9][CH3:10])=[O:8])=[CH:4][N:5]([C:17]2[CH:16]=[CH:15][CH:14]=[C:13]([C:12]([F:21])([F:20])[F:11])[CH:18]=2)[CH:6]=1 |f:2.3.4|. Procedure details: To a solution of methyl 4-methyl-1H-pyrrole-3-carboxylate (3.4 g) synthesized above in N-methyl-2-pyrrolidone (30 mL) were added 3-trifluoromethyliodobenzene (6.7 g), cuprous bromide (0.53 g) and potassium carbonate (4.4 g) at room temperature, and stirred for 1 hr with heating to 170° C. After cooling to room temperature, the reaction mixture was filtered through celite. Water was added to the filtrate and the mixture was extracted with diethyl ether. The extract was washed with brine, dried ov... Reactants: C(C1=CC=CC=C1)N1N=CC(=C(C1=O)Br)OC (2-Benzyl-4-bromo-5-methoxy-3(2H)-pyridazinone), CSC1=CC=C(C=C1)B(O)O (4-(methylthio)phenylboronic acid), 5-hydroxy, 5-(trifluoromethyl)sulfonyloxy. The product is C(C1=CC=CC=C1)N1N=CC(=C(C1=O)Br)C1=CC=C(C=C1)SC (2-benzyl-4-bromo-5-[4-(methylthio)phenyl]-3(2H)-pyridazinone). Reaction SMILES: [CH2:1]([N:8]1[C:13](=[O:14])[C:12]([Br:15])=[C:11](OC)[CH:10]=[N:9]1)[C:2]1[CH:7]=[CH:6][CH:5]=[CH:4][CH:3]=1.[CH3:18][S:19][C:20]1[CH:25]=[CH:24][C:23](B(O)O)=[CH:22][CH:21]=1>>[CH2:1]([N:8]1[C:13](=[O:14])[C:12]([Br:15])=[C:11]([C:23]2[CH:24]=[CH:25][C:20]([S:19][CH3:18])=[CH:21][CH:22]=2)[CH:10]=[N:9]1)[C:2]1[CH:7]=[CH:6][CH:5]=[CH:4][CH:3]=1. Reported procedure: 2-Benzyl-4-bromo-5-methoxy-3(2H)-pyridazinone (J. Het. Chem., 1996, 33, 1579-1582) was converted to the 5-hydroxy-analog according to the method of Example 7 and then to the 5-(trifluoromethyl)sulfonyloxy-analog according to the method of Example 8. Subsequent coupling to 4-(methylthio)phenylboronic acid, according to the method of Example 9, provided 2-benzyl-4-bromo-5-[4-(methylthio)phenyl]-3(2H)-pyridazinone. This intermediate was coupled with 4-methylphenylboronic acid according to the metho... The reactants are CCNC(=O)n1nc(Oc2ncc(C(F)(F)F)cc2Cl)cc1C, CC(=O)O, O, O=S(=O)(Cl)Cl. The product is CCNC(=O)n1nc(Oc2ncc(C(F)(F)F)cc2Cl)c(Cl)c1C. RXN SMILES: [CH2:6]([CH3:7])[NH:8][C:9](=[O:10])[n:11]1[n:12][c:13]([O:17][c:18]2[n:19][cH:20][c:21]([C:25]([F:26])([F:27])[F:28])[cH:22][c:23]2[Cl:24])[cH:14][c:15]1[CH3:16].[CH3:30][C:31](=[O:32])[OH:33].[OH2:29].[S:1]([Cl:2])(=[O:3])([Cl:4])=[O:5]>>[Cl:4][c:14]1[c:13]([O:17][c:18]2[n:19][cH:20][c:21]([C:25]([F:26])([F:27])[F:28])[cH:22][c:23]2[Cl:24])[n:12][n:11]([C:9]([NH:8][CH2:6][CH3:7])=[O:10])[c:15]1[CH3:16]. The reactants are C1CCOC1, COC(=O)C(NC(=O)CCCCCl)C(C)C, [H-], [Na+], CN(C)C=O. The product is COC(=O)C(C(C)C)N1CCCCC1=O. Reaction SMILES: [CH2:24]1[O:25][CH2:26][CH2:27][CH2:28]1.[CH3:1][O:2][C:3]([CH:4]([NH:5][C:6]([CH2:7][CH2:8][CH2:9][CH2:10][Cl:11])=[O:12])[CH:13]([CH3:14])[CH3:15])=[O:16].[H-:18].[Na+:17].[O:19]=[CH:20][N:21]([CH3:22])[CH3:23]>>[CH3:1][O:2][C:3]([CH:4]([N:5]1[C:6](=[O:12])[CH2:7][CH2:8][CH2:9][CH2:10]1)[CH:13]([CH3:14])[CH3:15])=[O:16]. Starting materials: C(C)(=O)[O-].[Tl+] (thallium acetate), [Sn](I)(I)(I)I (tin-(IV)-iodide), [Sn](Br)(Br)(Br)Br (tin-(IV)-bromide), C(C)(=O)[O-].[Tl+] (thallium acetate). Run in C(C)(=O)OC(C)=O (acetic acid anhydride). Yields the product C(C)(=O)[O-].[Sn+4].C(C)(=O)[O-].C(C)(=O)[O-].C(C)(=O)[O-] (tin-(IV)-acetate). As a reaction SMILES: [C:1]([O-:4])(=[O:3])[CH3:2].[Tl+].[Sn:6](I)(I)(I)I.[Sn](Br)(Br)(Br)Br>C(OC(=O)C)(=O)C>[C:1]([O-:4])(=[O:3])[CH3:2].[Sn+4:6].[C:1]([O-:4])(=[O:3])[CH3:2].[C:1]([O-:4])(=[O:3])[CH3:2].[C:1]([O-:4])(=[O:3])[CH3:2] |f:0.1,5.6.7.8.9|. Procedure: In order to produce tin-(IV)-acetate, expensive intermediate compounds first have to be prepared such as, for example, thallium acetate. The thallium acetate is reacted in acetic acid anhydride with tin-(IV)-iodide or tin-(IV)-bromide to obtain tin-(IV)-acetate. This procedure is exceedingly cumbersome and, from an economics point of view, requires substantial expenditure. Starting materials: C(N)(=O)C1CCN(CC1)CC1=CC=C(C=C1)CCC(=O)CNCCN1CCC(CC1)OC(NC1=C(C=CC=C1)C1=CC=CC=C1)=O (biphenyl-2-yl-carbamic acid 1-[2-({3-[4(4-carbamoylpiperidin-1-ylmethyl)phenyl]propionyl}methylamino)ethyl]piperidin-4-yl ester), C(N)(=O)C1CCN(CC1)CC1=CC=C(C=C1)CCC(=O)NCCN1CCC(CC1)OC(NC1=C(C=CC=C1)C1=CC=CC=C1)=O (biphenyl-2-yl-carbamic acid 1-(2-{3-[4-(4-carbamoylpiperidin-1-ylmethyl)phenyl]propionylamino}ethyl)piperidin-4-yl ester). The product is C(N)(=O)C1CN(CCC1)CC1=CC=C(C=C1)CCC(=O)CNCCN1CCC(CC1)OC(NC1=C(C=CC=C1)C1=CC=CC=C1)=O (biphenyl-2-yl-carbamic acid 1-[2-({3-[4-(3-carbamoylpiperidin-1-ylmethyl)phenyl]propionyl}methylamino)ethyl]piperidin-4-yl ester). Reaction SMILES: C([CH:4]1[CH2:9][CH2:8][N:7]([CH2:10][C:11]2[CH:16]=[CH:15][C:14]([CH2:17][CH2:18][C:19]([CH2:21][NH:22][CH2:23][CH2:24][N:25]3[CH2:30][CH2:29][CH:28]([O:31][C:32](=[O:46])[NH:33][C:34]4[CH:39]=[CH:38][CH:37]=[CH:36][C:35]=4[C:40]4[CH:45]=[CH:44][CH:43]=[CH:42][CH:41]=4)[CH2:27][CH2:26]3)=[O:20])=[CH:13][CH:12]=2)[CH2:6][CH2:5]1)(=O)N.[C:47](C1CCN(CC2C=CC(CCC(NCCN3CCC(OC(=O)NC4C=CC=CC=4C4C=CC=CC=4)CC3)=O)=CC=2)CC1)(=[O:49])[NH2:48]>>[C:47]([CH:5]1[CH2:4][CH2:9][CH2:8][N:7]([CH2:10][C:11]2[CH:16]=[CH:15][C:14]([CH2:17][CH2:18][C:19]([CH2:21][NH:22][CH2:23][CH2:24][N:25]3[CH2:30][CH2:29][CH:28]([O:31][C:32](=[O:46])[NH:33][C:34]4[CH:39]=[CH:38][CH:37]=[CH:36][C:35]=4[C:40]4[CH:45]=[CH:44][CH:43]=[CH:42][CH:41]=4)[CH2:27][CH2:26]3)=[O:20])=[CH:13][CH:12]=2)[CH2:6]1)(=[O:49])[NH2:48]. Procedure: biphenyl-2-yl-carbamic acid 1-[2-({3-[4(4-carbamoylpiperidin-1-ylmethyl)phenyl]propionyl}methylamino)ethyl]piperidin-4-yl ester, biphenyl-2-yl-carbamic acid 1-(2-{3-[4-(4-carbamoylpiperidin-1-ylmethyl)phenyl]propionylamino}ethyl)piperidin-4-yl ester;